The task is: describe an organic reaction: reactants, conditions, products, and yield. This data is from the Open Reaction Database (ORD), a public repository of structured organic reaction records. The reactants are Cl (HCl), C1CCOC1 (THF), C(=C)[Mg]Br (vinyl magnesium bromide), FC=1C=C(OCC(=O)O)C=CC1F (3,4-difluorophenoxy acetic acid). The solvent is COCCOC (DME). Reaction conditions: time 18 hour. Product: C(=C)C(=O)COC1=CC(=C(C=C1)F)F (3.4-Difluorophenoxymethyl vinyl ketone). Reaction SMILES: [F:1][C:2]1[CH:3]=[C:4]([CH:10]=[CH:11][C:12]=1[F:13])[O:5][CH2:6][C:7]([OH:9])=O.[CH2:14]1COC[CH2:15]1.C([Mg]Br)=C.Cl>COCCOC>[CH:14]([C:7]([CH2:6][O:5][C:4]1[CH:10]=[CH:11][C:12]([F:13])=[C:2]([F:1])[CH:3]=1)=[O:9])=[CH2:15]. Procedure: To a suspension of 3,4-difluorophenoxy acetic acid (5.00 g, 25.7 mmol) lithium salt in DME (20 mL) was added to a 1M THF solution of vinyl magnesium bromide (38 mmol). After a period of 18 h, the resulting clear solution was poured over 1N HCl (67 mL). The aqueous phase was then extracted with Et2O. The ethereal phase was washed with H2O, 1M K2CO3 then H2O. After drying over MgSO4 and evaporation an orange oil was obtained and used as such for the next step. Starting materials: C1CCOC1, CO, [Na+], [OH-], COC(=O)c1ccc(Cn2ccc3ccccc32)cc1. Product: O=C(O)c1ccc(Cn2ccc3ccccc32)cc1. As a reaction SMILES: [CH2:25]1[O:26][CH2:27][CH2:28][CH2:29]1.[CH3:23][OH:24].[Na+:22].[OH-:21].[n:1]1([CH2:10][c:11]2[cH:12][cH:13][c:14]([C:15](=[O:16])[O:17][CH3:18])[cH:19][cH:20]2)[cH:2][cH:3][c:4]2[cH:5][cH:6][cH:7][cH:8][c:9]12>>[n:1]1([CH2:10][c:11]2[cH:12][cH:13][c:14]([C:15](=[O:16])[OH:17])[cH:19][cH:20]2)[cH:2][cH:3][c:4]2[cH:5][cH:6][cH:7][cH:8][c:9]12. Reactants: COC(=O)C1CCC(O)(c2ncc(-c3cc(COC(C)=O)cc([N+](=O)[O-])c3)s2)CC1(C)C, CCO, CCOC(C)=O, [Cl-], [Fe], [NH4+], O. The product is COC(=O)C1CCC(O)(c2ncc(-c3cc(N)cc(COC(C)=O)c3)s2)CC1(C)C. RXN SMILES: [CH3:1][O:2][C:3](=[O:4])[CH:5]1[C:6]([CH3:31])([CH3:32])[CH2:7][C:8]([OH:11])([c:12]2[s:13][c:14](-[c:17]3[cH:18][c:19]([CH2:26][O:27][C:28]([CH3:29])=[O:30])[cH:20][c:21]([N+:23]([O-:24])=[O:25])[cH:22]3)[cH:15][n:16]2)[CH2:9][CH2:10]1.[CH3:36][CH2:37][OH:38].[CH3:39][CH2:40][O:41][C:42](=[O:43])[CH3:44].[Cl-:34].[Fe:45].[NH4+:35].[OH2:33]>>[CH3:1][O:2][C:3](=[O:4])[CH:5]1[C:6]([CH3:31])([CH3:32])[CH2:7][C:8]([OH:11])([c:12]2[s:13][c:14](-[c:17]3[cH:18][c:19]([CH2:26][O:27][C:28]([CH3:29])=[O:30])[cH:20][c:21]([NH2:23])[cH:22]3)[cH:15][n:16]2)[CH2:9][CH2:10]1. The reactants are O=C([O-])CC(O)(CC(=O)[O-])C(=O)[O-], CC(C)(O)C#N, CC(C)OC(C)C, O=Cc1cc(Cl)cc(Cl)c1. Yields the product O=C(O)C(O)c1cc(Cl)cc(Cl)c1. Reaction SMILES: [C:1]([O-:2])(=[O:3])[CH2:4][C:8]([C:5](=[O:6])[O-:7])([CH2:9][C:10]([O-:11])=[O:12])[OH:13].[CH3:24][C:25]([CH3:26])([OH:27])[C:28]#[N:29].[CH:30]([O:31][CH:32]([CH3:33])[CH3:34])([CH3:35])[CH3:36].[Cl:14][c:15]1[cH:16][c:17]([CH:18]=[O:19])[cH:20][c:21]([Cl:23])[cH:22]1>>[C:5](=[O:6])([OH:7])[CH:18]([c:17]1[cH:16][c:15]([Cl:14])[cH:22][c:21]([Cl:23])[cH:20]1)[OH:19]. Reaction SMILES: [Cl:1][C:2]1[CH:3]=[CH:4][C:5]([NH:14]S(C2C=CC=CC=2)(=O)=O)=[C:6]([CH:13]=1)/[CH:7]=[CH:8]/[C:9]([O:11][CH3:12])=[O:10].Br[CH2:25][C:26]([C:28]1[CH:32]=[C:31]([CH3:33])[O:30][N:29]=1)=[O:27]>>[CH3:12][O:11][C:9](=[O:10])[CH2:8][C:7]1[C:6]2[C:5](=[CH:4][CH:3]=[C:2]([Cl:1])[CH:13]=2)[NH:14][C:25]=1[C:26]([C:28]1[CH:32]=[C:31]([CH3:33])[O:30][N:29]=1)=[O:27]. Starting materials: ClC=1C=CC(=C(/C=C/C(=O)OC)C1)NS(=O)(=O)C1=CC=CC=C1 (methyl trans-5-chloro-2-(phenylsulfonylamino)cinnamate), BrCC(=O)C1=NOC(=C1)C (3-bromoacetyl-5-methylisoxazole). Procedure details: The title compound was prepared according to the procedure described in Example 57 from methyl trans-5-chloro-2-(phenylsulfonylamino)cinnamate (Example 36, step 3) and 3-bromoacetyl-5-methylisoxazole (M. D. Amici et al., J. Org. Chem., 1989, 54, 2646). Product: COC(CC1=C(NC2=CC=C(C=C12)Cl)C(=O)C1=NOC(=C1)C)=O (Methyl[5-chloro-2-(5-methylisoxazole-3-carbonyl)-1H-indol-3-yl]acetate). Reported procedure: A THF solution (0.12 M) of tert-butyl (5-bromo-2,3-dichlorobenzyl)cyclopropylcarbamate from the previous step (1 eq.), Pd(PCy3)2 (0.05 eq.) and cesium fluoride (2.0 eq.) was added allyl tributylstannane (1.2 eq.). The resulting brown solution was heated at reflux for 8 h and then filtered through a pad of SiO2. The insolubles were rinsed further with ether and the filtrate was concentrated in vacuo to afford a brown semisolid. Purification of the crude product thus obtained by way of column chro... Reaction SMILES: Br[C:2]1[CH:3]=[C:4]([Cl:21])[C:5]([Cl:20])=[C:6]([CH:19]=1)[CH2:7][N:8]([CH:16]1[CH2:18][CH2:17]1)[C:9](=[O:15])[O:10][C:11]([CH3:14])([CH3:13])[CH3:12].[F-].[Cs+].[CH2:24]([Sn](CCCC)(CCCC)CCCC)[CH:25]=[CH2:26]>C1COCC1>[CH2:26]([C:2]1[CH:3]=[C:4]([Cl:21])[C:5]([Cl:20])=[C:6]([CH:19]=1)[CH2:7][N:8]([CH:16]1[CH2:18][CH2:17]1)[C:9](=[O:15])[O:10][C:11]([CH3:14])([CH3:13])[CH3:12])[CH:25]=[CH2:24] |f:1.2|. Product: C(C=C)C=1C=C(C(=C(CN(C(OC(C)(C)C)=O)C2CC2)C1)Cl)Cl (tert-Butyl (5-allyl-2,3-dichlorobenzyl)cyclopropylcarbamate). The reactants are BrC=1C=C(C(=C(CN(C(OC(C)(C)C)=O)C2CC2)C1)Cl)Cl (tert-butyl (5-bromo-2,3-dichlorobenzyl)cyclopropylcarbamate), Pd(PCy3)2, [F-].[Cs+] (cesium fluoride), C(C=C)[Sn](CCCC)(CCCC)CCCC (allyl tributylstannane). The solvent is C1CCOC1 (THF).